Dataset: the Open Reaction Database (ORD), a public repository of structured organic reaction records. Task: describe an organic reaction: reactants, conditions, products, and yield Procedure: Potassium carbonate (44 mg, 0.32 mmol) and 3-methanesulfonyloxypiperidine-1-carboxylic acid tert-butyl ester (70 mg, 0.264 mmol) were added to a solution of the above N-(6-mercaptoisoquinolin-1-yl)-benzamide residue in DMF (2 ml). The mixture was irradiated in a microwave at 160° C. for 600 s then concentrated in vacuo to give a residue. The residue was purified by preparative HPLC to give 3-(1-benzoylaminoisoquinolin-6yl-sulfanyl)piperidine-1--carboxylic acid tert-butyl ester (18 mg), EIMS: m/z... The solvent is CN(C)C=O (DMF). Yields the product C(C)(C)(C)OC(=O)N1CC(CCC1)SC=1C=C2C=CN=C(C2=CC1)NC(C1=CC=CC=C1)=O (3-(1-benzoylaminoisoquinolin-6yl-sulfanyl)piperidine-1--carboxylic acid tert-butyl ester). Reactants: C([O-])([O-])=O.[K+].[K+] (Potassium carbonate), C(C)(C)(C)OC(=O)N1CC(CCC1)OS(=O)(=O)C (3-methanesulfonyloxypiperidine-1-carboxylic acid tert-butyl ester), SC=1C=C2C=CN=C(C2=CC1)NC(C1=CC=CC=C1)=O (N-(6-mercaptoisoquinolin-1-yl)-benzamide). As a reaction SMILES: C(=O)([O-])[O-].[K+].[K+].[C:7]([O:11][C:12]([N:14]1[CH2:19][CH2:18][CH2:17][CH:16](OS(C)(=O)=O)[CH2:15]1)=[O:13])([CH3:10])([CH3:9])[CH3:8].[SH:25][C:26]1[CH:27]=[C:28]2[C:33](=[CH:34][CH:35]=1)[C:32]([NH:36][C:37](=[O:44])[C:38]1[CH:43]=[CH:42][CH:41]=[CH:40][CH:39]=1)=[N:31][CH:30]=[CH:29]2>CN(C=O)C>[C:7]([O:11][C:12]([N:14]1[CH2:19][CH2:18][CH2:17][CH:16]([S:25][C:26]2[CH:27]=[C:28]3[C:33](=[CH:34][CH:35]=2)[C:32]([NH:36][C:37](=[O:44])[C:38]2[CH:43]=[CH:42][CH:41]=[CH:40][CH:39]=2)=[N:31][CH:30]=[CH:29]3)[CH2:15]1)=[O:13])([CH3:8])([CH3:9])[CH3:10] |f:0.1.2|. Reactants: C(C)(C)(C)OC(NC1=C(C=C(C(=C1)N(C)C1CC1)C(F)(F)F)[N+](=O)[O-])=O ([5-(cyclopropyl-methyl-amino)-2-nitro-4-trifluoromethyl-phenyl]-carbamic acid tert-butyl ester), O.O.Cl[Sn]Cl (SnCl2.2H2O). Product: C(C)(C)(C)OC(NC1=C(C=C(C(=C1)N(C)C1CC1)C(F)(F)F)N)=O ([2-Amino-5-(cyclopropyl-methyl-amino)-4-trifluoromethyl-phenyl]-carbamic acid tert-butyl ester), semisolid. RXN SMILES: [C:1]([O:5][C:6](=[O:26])[NH:7][C:8]1[CH:13]=[C:12]([N:14]([CH:16]2[CH2:18][CH2:17]2)[CH3:15])[C:11]([C:19]([F:22])([F:21])[F:20])=[CH:10][C:9]=1[N+:23]([O-])=O)([CH3:4])([CH3:3])[CH3:2].O.O.Cl[Sn]Cl>>[C:1]([O:5][C:6](=[O:26])[NH:7][C:8]1[CH:13]=[C:12]([N:14]([CH:16]2[CH2:17][CH2:18]2)[CH3:15])[C:11]([C:19]([F:22])([F:21])[F:20])=[CH:10][C:9]=1[NH2:23])([CH3:4])([CH3:2])[CH3:3] |f:1.2.3|. Procedure details: The title compound was prepared from [5-(cyclopropyl-methyl-amino)-2-nitro-4-trifluoromethyl-phenyl]-carbamic acid tert-butyl ester (Example C3) (3.74 g, 9.96 mmol) by reduction with SnCl2.2H2O according to the general procedure J (method b). Obtained as an orange semisolid (2.00 g).